Dataset: the Open Reaction Database (ORD), a public repository of structured organic reaction records. Task: describe an organic reaction: reactants, conditions, products, and yield Reactants: FC(CCCCCCCCCCCCCCCNC1=CC=C(C(=O)O)C=C1)(F)F (4-[15-(trifluoromethyl)pentadecylamino]benzoic acid), C(OC)COC.C(Cl)Cl (dimethoxyethane methylene chloride). The product is Cl.C(C1=CC=CC=C1)(=O)Cl (benzoyl chloride hydrochloride). Reaction SMILES: FC(F)(F)CCCCCCCCCCCCCCCN[C:19]1[CH:27]=[CH:26][C:22]([C:23](O)=[O:24])=[CH:21][CH:20]=1.C(COC)OC.C(Cl)[Cl:37]>>[ClH:37].[C:23]([Cl:37])(=[O:24])[C:22]1[CH:26]=[CH:27][CH:19]=[CH:20][CH:21]=1 |f:1.2,3.4|. Procedure details: A cold solution of 25 g. of 4-[15-(trifluoromethyl)pentadecylamino]benzoic acid in 500 ml. dimethoxyethane-methylene chloride (4:1) is prepared and dry hydrochloric acid is bubbled through the solution until no more precipitate forms. The solution is treated with 25 ml. thionyl chloride and refluxed until all of the precipitate has dissolved. The solvents are evaporated to yield 4-[15-(trifluoromethyl)pentadecylamino)]benzoyl chloride hydrochloride as an orange, semi-crystalline mass. Starting materials: ClC=1C(=NC=C(C1)Cl)C#N (3,5-dichloropicolinonitrile), CC1(OB(OC1(C)C)C1=CC=CC=C1)C (4,4,5,5-tetramethyl-2-phenyl-1,3,2-dioxaborolane), tetrakis(triphenyl-phosphine)palladium, C([O-])([O-])=O.[Na+].[Na+] (sodium carbonate). Solvent: C1(=CC=CC=C1)C.C(C)O (toluene ethanol), C(C)(=O)OCC (ethyl acetate), O (water). Conditions: time 4 hour. The product is ClC=1C(=NC=C(C1)C1=CC=CC=C1)C#N (3-chloro-5-phenylpicolinonitrile). Reaction SMILES: [Cl:1][C:2]1[C:3]([C:9]#[N:10])=[N:4][CH:5]=[C:6](Cl)[CH:7]=1.CC1(C)C(C)(C)OB([C:19]2[CH:24]=[CH:23][CH:22]=[CH:21][CH:20]=2)O1.C(=O)([O-])[O-].[Na+].[Na+]>C1(C)C=CC=CC=1.C(O)C.C(OCC)(=O)C.O>[Cl:1][C:2]1[C:3]([C:9]#[N:10])=[N:4][CH:5]=[C:6]([C:19]2[CH:24]=[CH:23][CH:22]=[CH:21][CH:20]=2)[CH:7]=1 |f:2.3.4,5.6|. Reported procedure: A solution of 3,5-dichloropicolinonitrile (1.0 eq.), 4,4,5,5-tetramethyl-2-phenyl-1,3,2-dioxaborolane (1.0 eq.), tetrakis(triphenyl-phosphine)palladium (5 mol %), and 2N aqueous sodium carbonate solution (3.4 eq.) in toluene/ethanol (2:1, 0.04 M) was stirred at 100° C. for 2 hours, then 80° C. for 4 hours. After cooling to ambient temperature, the reaction content was diluted with ethyl acetate and water. The two phases were separated, and the aqueous layer was extracted twice with ethyl acetate... Starting materials: NCC(=O)O (glycine), C12C(C3CC(CC(C1)C3)C2)=O (2-adamantanone), stainless steel, [H][H] (hydrogen), [H][H] (hydrogen). Reagents/catalysts: [Pd] (palladium). Solvent: C(C)(=O)O (acetic acid). Run at temperature 100 celsius, time 5 day. Product: C12C(C3CC(CC(C1)C3)C2)NCC(=O)O (N-2-adamantylglycine). Reaction SMILES: [NH2:1][CH2:2][C:3]([OH:5])=[O:4].[CH:6]12[CH2:15][CH:10]3[CH2:11][CH:12]([CH2:14][CH:8]([CH2:9]3)[C:7]1=O)[CH2:13]2.[H][H]>[Pd].C(O)(=O)C>[CH:6]12[CH2:15][CH:10]3[CH2:11][CH:12]([CH2:14][CH:8]([CH2:9]3)[CH:7]1[NH:1][CH2:2][C:3]([OH:5])=[O:4])[CH2:13]2. Procedure details: A 600 ml stainless steel Parr reactor, equipped with a stirrer, two inlets, one with a tubing reaching nearly to the bottom of the reactor, and an outlet was used. Into the open reactor there were charged 100 grams of glycine (Aldrich, 99+%), 206.7 grams of 2-adamantanone (Aldrich, 99%), 10 grams of palladium (5%) on charcoal, and 300 grams of glacial acetic acid. The reactor was closed and dry nitrogen was passed through said one inlet into the reaction mixture to replace the air in the reactio... The reactants are [H-].[Na+] (sodium hydride), ClC1=NC2=C(C=CC(=C2C=C1CO)Cl)C ((2,5-dichloro-8-methylquinolin-3-yl)methanol), C1(=C(C=CC=C1)B(O)O)C (o-tolylboronic acid), C(=O)([O-])[O-].[K+].[K+] (K2CO3), NC1=NC(=CC(=N1)Cl)C (2-Amino-4-chloro-6-methylpyrimidine). Reagents/catalysts: C=1C=CC(=CC1)[P](C=2C=CC=CC2)(C=3C=CC=CC3)[Pd]([P](C=4C=CC=CC4)(C=5C=CC=CC5)C=6C=CC=CC6)([P](C=7C=CC=CC7)(C=8C=CC=CC8)C=9C=CC=CC9)[P](C=1C=CC=CC1)(C=1C=CC=CC1)C=1C=CC=CC1 (Pd(PPh3)4). Solvent: CCOC(=O)C (EtOAc), COCCOC (DME), O (water). Conditions: temperature 120 celsius, time 30 minute. Yields the product ClC1=C2C=C(C(=NC2=C(C=C1)C)C1=C(C=CC=C1)C)COC1=NC(=NC(=C1)C)N (4-{[5-Chloro-8-methyl-2-(2-methylphenyl)quinolin-3-yl]methoxy}-6-methylpyrimidin-2-amine). The yield is 12.0%. Reaction SMILES: Cl[C:2]1[C:11]([CH2:12][OH:13])=[CH:10][C:9]2[C:4](=[C:5]([CH3:15])[CH:6]=[CH:7][C:8]=2[Cl:14])[N:3]=1.[C:16]1([CH3:25])[CH:21]=[CH:20][CH:19]=[CH:18][C:17]=1B(O)O.C([O-])([O-])=O.[K+].[K+].[H-].[Na+].[NH2:34][C:35]1[N:40]=[C:39](Cl)[CH:38]=[C:37]([CH3:42])[N:36]=1>COCCOC.O.CCOC(C)=O.C1C=CC([P]([Pd]([P](C2C=CC=CC=2)(C2C=CC=CC=2)C2C=CC=CC=2)([P](C2C=CC=CC=2)(C2C=CC=CC=2)C2C=CC=CC=2)[P](C2C=CC=CC=2)(C2C=CC=CC=2)C2C=CC=CC=2)(C2C=CC=CC=2)C2C=CC=CC=2)=CC=1>[Cl:14][C:8]1[CH:7]=[CH:6][C:5]([CH3:15])=[C:4]2[C:9]=1[CH:10]=[C:11]([CH2:12][O:13][C:39]1[CH:38]=[C:37]([CH3:42])[N:36]=[C:35]([NH2:34])[N:40]=1)[C:2]([C:17]1[CH:18]=[CH:19][CH:20]=[CH:21][C:16]=1[CH3:25])=[N:3]2 |f:2.3.4,5.6,^1:59,61,80,99|. Procedure: A mixture of (2,5-dichloro-8-methylquinolin-3-yl)methanol (500 mg, 2.06 mmol), o-tolylboronic acid (337 mg, 2.48 mmol) and K2CO3 (428 mg, 3.09 mmol) in DME (8 mL) and water (2 mL) was degassed for 5 minutes. Pd(PPh3)4 (119 mg, 0.1 mmol) was added and the reaction mixture was degassed for a further 5 minutes then heated to 120° C. under microwave irradiation for 1 h. The solvent was removed in vacuo and the residue was dissolved in DMF (30 mL). To this solution was added sodium hydride (60% in mi... Reactants: C(C)(C)C1=C(C(=O)Cl)C(=CC=C1)C(C)C (2,6-diisopropylbenzoyl chloride), [H-].[Al+3].[Li+].[H-].[H-].[H-] (lithium aluminum hydride). Run in C(C)OCC (ethyl ether), C(C)OCC (ethyl ether). Product: C(C)(C)C1=C(CO)C(=CC=C1)C(C)C (2,6-Diisopropylbenzyl Alcohol). Reaction SMILES: [CH:1]([C:4]1[CH:12]=[CH:11][CH:10]=[C:9]([CH:13]([CH3:15])[CH3:14])[C:5]=1[C:6](Cl)=[O:7])([CH3:3])[CH3:2].[H-].[Al+3].[Li+].[H-].[H-].[H-]>C(OCC)C>[CH:13]([C:9]1[CH:10]=[CH:11][CH:12]=[C:4]([CH:1]([CH3:3])[CH3:2])[C:5]=1[CH2:6][OH:7])([CH3:15])[CH3:14] |f:1.2.3.4.5.6|. Reported procedure: A solution of 2,6-diisopropylbenzoyl chloride (11.65 g, 0.052 mol), in ethyl ether (100 mL) was added over 20 minutes to a suspension of lithium aluminum hydride (1.9 g, 0.050 mol) in ethyl ether (200 mL) keeping the temperature below -15° C. The reaction mixture was allowed to slowly warm to room temperature and was then cooled to zero. The reaction was quenched by careful addition of sodium bisulfate solution until no further reaction was evident. The mixture was diluted with ether (200 mL), t... Reactants: CC(C)Cc1ccc(C(C)C(=O)Cl)cc1, CC(C)[N-]C(C)C, COc1ccc(C(=O)Cc2c(Cl)cncc2Cl)cc1OC, [Li+], C1CCOC1. Yields the product COc1ccc(C(=Cc2c(Cl)cncc2Cl)OC(=O)C(C)c2ccc(CC(C)C)cc2)cc1OC. As a reaction SMILES: [CH2:30]([CH:31]([CH3:32])[CH3:33])[c:34]1[cH:35][cH:36][c:37]([CH:40]([C:41](=[O:42])[Cl:43])[CH3:44])[cH:38][cH:39]1.[CH:22]([N-:23][CH:24]([CH3:25])[CH3:26])([CH3:27])[CH3:28].[Cl:1][c:2]1[cH:3][n:4][cH:5][c:6]([Cl:21])[c:7]1[CH2:8][C:9](=[O:10])[c:11]1[cH:12][c:13]([O:19][CH3:20])[c:14]([O:17][CH3:18])[cH:15][cH:16]1.[Li+:29].[O:45]1[CH2:46][CH2:47][CH2:48][CH2:49]1>>[Cl:1][c:2]1[cH:3][n:4][cH:5][c:6]([Cl:21])[c:7]1[CH:8]=[C:9]([O:10][C:41]([CH:40]([c:37]1[cH:36][cH:35][c:34]([CH2:30][CH:31]([CH3:32])[CH3:33])[cH:39][cH:38]1)[CH3:44])=[O:42])[c:11]1[cH:12][c:13]([O:19][CH3:20])[c:14]([O:17][CH3:18])[cH:15][cH:16]1. Reactants: BrC(C1=CC=CC=C1)P(OC)(OC)=O (dimethyl [bromo(phenyl)methyl]phosphonate), C[Si](C)(C)Br (TMSBr). Solvent: C(Cl)Cl (DCM). Reaction conditions: time 20 hour. Yields the product BrC(C1=CC=CC=C1)P(O)(O)=O ([bromo(phenyl)methyl]phosphonic acid). Isolated yield 84.5%. RXN SMILES: [Br:1][CH:2]([P:9](=[O:14])([O:12]C)[O:10]C)[C:3]1[CH:8]=[CH:7][CH:6]=[CH:5][CH:4]=1.C[Si](Br)(C)C>C(Cl)Cl>[Br:1][CH:2]([P:9](=[O:10])([OH:14])[OH:12])[C:3]1[CH:8]=[CH:7][CH:6]=[CH:5][CH:4]=1. Procedure: 5 (0.3 g, 1.08 mmol, 1 eq) was dissolved in dry DCM (5 mL). TMSBr (1.2 mL, 8.64 mmol, 8 eq) was added under an inert atmosphere. The reaction was stirred for 20 h at room temperature. The solvent was then evaporated, and MeOH (5 mL) was added to the reaction mixture and stirred for 1 h. The solvent was evaporated and the crude product was dissolved in water (5 mL), filtered and freeze dried yielding 7 as a white powder (229 mg, 85%). 1H NMR (400 MHz, D2O) δ 7.61-7.52 (m, 2H), 7.44-7.33 (m, 3H), ... Procedure details: To a solution of 2-trityl-2,5,6,7-tetrahydro-indazol-4-one oxime 3B (0.51 mmol) in dry DMSO (1 mL) and a catalytic amount of pyridine, methylpropiolate (1.1 eq) was added and the reaction mixture was stirred at rt for 1.5 h. The mixture was poured into water and the slurry was extracted with AcOEt. The organic layer was washed with brine, dried (Na2SO4) and concentrated to yield the title compound (94%). ESI (+) MS: m/z 478 (MH+). 1H NMR: 1.73-1.93 (m, 2H), 2.10-2.28 (m, 2H), 2.52-2.60 (m, 1H), ... The reactants are C(C1=CC=CC=C1)(C1=CC=CC=C1)(C1=CC=CC=C1)N1N=C2CCCC(C2=C1)=NO (2-Trityl-2,5,6,7-tetrahydro-indazol-4-one oxime), N1=CC=CC=C1 (pyridine), CC#CC(=O)[O-] (methylpropiolate), O (water). Run in CS(=O)C (DMSO). RXN SMILES: [C:1]([N:20]1[CH:28]=[C:27]2[C:22]([CH2:23][CH2:24][CH2:25][C:26]2=[N:29][OH:30])=[N:21]1)([C:14]1[CH:19]=[CH:18][CH:17]=[CH:16][CH:15]=1)([C:8]1[CH:13]=[CH:12][CH:11]=[CH:10][CH:9]=1)[C:2]1[CH:7]=[CH:6][CH:5]=[CH:4][CH:3]=1.N1C=CC=C[CH:32]=1.C[C:38]#[C:39][C:40]([O-:42])=[O:41].O>CS(C)=O>[CH3:32][O:42][C:40](=[O:41])[CH:39]=[CH:38][O:30]/[N:29]=[C:26]1/[C:27]2[C:22]([CH2:23][CH2:24][CH2:25]/1)=[N:21][N:20]([C:1]([C:14]1[CH:19]=[CH:18][CH:17]=[CH:16][CH:15]=1)([C:8]1[CH:13]=[CH:12][CH:11]=[CH:10][CH:9]=1)[C:2]1[CH:3]=[CH:4][CH:5]=[CH:6][CH:7]=1)[CH:28]=2. The product is COC(C=CO/N=C\1/C2=CN(N=C2CCC1)C(C1=CC=CC=C1)(C1=CC=CC=C1)C1=CC=CC=C1)=O (3-[2-Trityl-2,5,6,7-tetrahydro-indazol-(4E)-ylideneaminooxy]-acrylic acid methyl ester). The yield is 94.0%. Conditions: time 1.5 hour. The reactants are ClC=1C=C(OC=2C=C3CC(N(CC3=CC2)C([C@H](C(C)(C)C)NC2=CC=C(C=C2)F)=O)C(=O)N[C@]2([C@@H](C2)C=C)C(=O)OCC)C=CC1 ((1R,2S)-ethyl 1-(6-(3-chlorophenoxy)-2-((S)-2-(4-fluorophenylamino)-3,3-dimethylbutanoyl)-1,2,3,4-tetrahydroisoquinoline-3-carboxamido)-2-vinylcyclopropanecarboxylate), O.[OH-].[Li+] (Lithium hydroxide monohydrate). Run in mixture, C1CCOC1.CO.O (THF MeOH H2O). Reaction conditions: time 8 hour. Yields the product ClC=1C=C(OC=2C=C3CC(N(CC3=CC2)C([C@H](C(C)(C)C)NC2=CC=C(C=C2)F)=O)C(=O)N[C@]2([C@@H](C2)C=C)C(=O)O)C=CC1 ((1R,2S)-1-(6-(3-chlorophenoxy)-2-((S)-2-(4-fluorophenylamino)-3,3-dimethylbutanoyl)-1,2,3,4-tetrahydroisoquinoline-3-carboxamido)-2-vinylcyclopropanecarboxylic acid). Isolated yield 88.7%. RXN SMILES: [Cl:1][C:2]1[CH:3]=[C:4]([CH:44]=[CH:45][CH:46]=1)[O:5][C:6]1[CH:7]=[C:8]2[C:13](=[CH:14][CH:15]=1)[CH2:12][N:11]([C:16](=[O:30])[C@@H:17]([NH:22][C:23]1[CH:28]=[CH:27][C:26]([F:29])=[CH:25][CH:24]=1)[C:18]([CH3:21])([CH3:20])[CH3:19])[CH:10]([C:31]([NH:33][C@:34]1([C:39]([O:41]CC)=[O:40])[CH2:36][C@H:35]1[CH:37]=[CH2:38])=[O:32])[CH2:9]2.O.[OH-].[Li+]>C1COCC1.CO.O>[Cl:1][C:2]1[CH:3]=[C:4]([CH:44]=[CH:45][CH:46]=1)[O:5][C:6]1[CH:7]=[C:8]2[C:13](=[CH:14][CH:15]=1)[CH2:12][N:11]([C:16](=[O:30])[C@@H:17]([NH:22][C:23]1[CH:28]=[CH:27][C:26]([F:29])=[CH:25][CH:24]=1)[C:18]([CH3:21])([CH3:20])[CH3:19])[CH:10]([C:31]([NH:33][C@:34]1([C:39]([OH:41])=[O:40])[CH2:36][C@H:35]1[CH:37]=[CH2:38])=[O:32])[CH2:9]2 |f:1.2.3,4.5.6|. Procedure details: The crude (1R,2S)-ethyl 1-(6-(3-chlorophenoxy)-2-((S)-2-(4-fluorophenylamino)-3,3-dimethylbutanoyl)-1,2,3,4-tetrahydroisoquinoline-3-carboxamido)-2-vinylcyclopropanecarboxylate (130 mg, 0.20 mmol) was dissolved in 1.0 mL of a mixture of THF:MeOH:H2O (2:1:1). Lithium hydroxide monohydrate (0.050 g, 1.2 mmol) was added and reaction stirred at rt overnight. The reaction was then concentrated under vacuum and quenched with 5 mL of 1 N HCl. The product precipitated and could be filtered off giving an...